This data is from the Open Reaction Database (ORD), a public repository of structured organic reaction records. The task is: describe an organic reaction: reactants, conditions, products, and yield Reactants: NC1=C(C=CC=C1)C(=O)C1=CC=NC=C1 ((2-aminophenyl)(4-pyridinyl)methanone), NC=1C(=NC=CC1)Cl (3-amino-2-chloropyridine). The product is NC=1C(=NC=CC1)NC1=C(C=CC=C1)C(=O)C1=CC=NC=C1 ([2-[(3-Amino-2-pyridinyl)amino]phenyl](4-pyridinyl)methanone). Reaction SMILES: [NH2:1][C:2]1[CH:7]=[CH:6][CH:5]=[CH:4][C:3]=1[C:8]([C:10]1[CH:15]=[CH:14][N:13]=[CH:12][CH:11]=1)=[O:9].[NH2:16][C:17]1[C:18](Cl)=[N:19][CH:20]=[CH:21][CH:22]=1>>[NH2:16][C:17]1[C:18]([NH:1][C:2]2[CH:7]=[CH:6][CH:5]=[CH:4][C:3]=2[C:8]([C:10]2[CH:11]=[CH:12][N:13]=[CH:14][CH:15]=2)=[O:9])=[N:19][CH:20]=[CH:21][CH:22]=1. Procedure: The title compound is prepared by reacting (2-aminophenyl)(4-pyridinyl)methanone as prepared by Nann, A. J. and Schofield, K., J. Chem. Soc. 1952, 583-9 with 3-amino-2-chloropyridine. The reactants are FC(C=1C=C(C(=O)C2CCNCC2)C=CC1)(F)F (4-(m-trifluoromethylbenzoyl)piperidine), C(=O)([O-])[O-].[Na+].[Na+] (Na2CO3), C(C)(=O)Cl (acetyl chloride). The product is C(C)(=O)N1CCC(CC1)C(C1=CC(=CC=C1)C(F)(F)F)=O (1-acetyl-4-(m-trifluoromethylbenzoyl)piperidine). Solvent: C1=CC=CC=C1 (benzene), C1=CC=CC=C1 (benzene). As a reaction SMILES: [F:1][C:2]([F:18])([F:17])[C:3]1[CH:4]=[C:5]([CH:14]=[CH:15][CH:16]=1)[C:6]([CH:8]1[CH2:13][CH2:12][NH:11][CH2:10][CH2:9]1)=[O:7].C([O-])([O-])=O.[Na+].[Na+].[C:25](Cl)(=[O:27])[CH3:26]>C1C=CC=CC=1>[C:25]([N:11]1[CH2:12][CH2:13][CH:8]([C:6](=[O:7])[C:5]2[CH:14]=[CH:15][CH:16]=[C:3]([C:2]([F:1])([F:17])[F:18])[CH:4]=2)[CH2:9][CH2:10]1)(=[O:27])[CH3:26] |f:1.2.3|. Procedure: To a solution of 32.1 g (0.125 mole) of 4-(m-trifluoromethylbenzoyl)piperidine in 75 ml of benzene and 21.2 g (0.2 mole) of Na2CO3, was added dropwise a solution of ten g (0.127 mole) of acetyl chloride in 75 ml of benzene. The mixture was refluxed for 2 hours. The mixture was filtered and the filtrate was concentrated under vacuum giving crude 1-acetyl-4-(m-trifluoromethylbenzoyl)piperidine. Yield 37.3 grams.